From a dataset of the Open Reaction Database (ORD), a public repository of structured organic reaction records. describe an organic reaction: reactants, conditions, products, and yield As a reaction SMILES: [Cl:1][C:2]1[CH:3]=[CH:4][C:5]([C:28]([F:31])([F:30])[F:29])=[C:6]([CH:27]=1)[CH2:7][N:8]1[CH2:13][CH2:12][NH:11][C:10]2[N:14]=[CH:15][C:16]([C:18]3[CH:26]=[CH:25][C:21]([C:22]([OH:24])=O)=[CH:20][CH:19]=3)=[CH:17][C:9]1=2.[CH:32]([N:45]1[CH2:50][CH2:49][NH:48][CH2:47][CH2:46]1)([C:39]1[CH:44]=[CH:43][CH:42]=[CH:41][CH:40]=1)[C:33]1[CH:38]=[CH:37][CH:36]=[CH:35][CH:34]=1>>[CH:32]([N:45]1[CH2:50][CH2:49][N:48]([C:22]([C:21]2[CH:25]=[CH:26][C:18]([C:16]3[CH:15]=[N:14][C:10]4[NH:11][CH2:12][CH2:13][N:8]([CH2:7][C:6]5[CH:27]=[C:2]([Cl:1])[CH:3]=[CH:4][C:5]=5[C:28]([F:29])([F:31])[F:30])[C:9]=4[CH:17]=3)=[CH:19][CH:20]=2)=[O:24])[CH2:47][CH2:46]1)([C:39]1[CH:44]=[CH:43][CH:42]=[CH:41][CH:40]=1)[C:33]1[CH:38]=[CH:37][CH:36]=[CH:35][CH:34]=1. The product is C(C1=CC=CC=C1)(C1=CC=CC=C1)N1CCN(CC1)C(=O)C1=CC=C(C=C1)C1=CC2=C(NCCN2CC2=C(C=CC(=C2)Cl)C(F)(F)F)N=C1 ((4-Benzhydrylpiperazin-1-yl)-(4-{1-[5-chloro-2-(trifluoromethyl)benzyl]-1,2,3,4-tetrahydropyrido[2,3-b]pyrazin-7-yl}phenyl)methanone). Procedure details: 4-{1-[5-chloro-2-(trifluoromethyl)benzyl]-1,2,3,4-tetrahydropyrido[2,3-b]pyrazin-7-yl}benzoic acid was reacted with 1-benzhydrylpiperazine as in General Procedure 10 to give the title compound. LCMS: m/z=680.99 (M+H+); retention time=1.00 minutes. Starting materials: ClC=1C=CC(=C(CN2C3=C(NCC2)N=CC(=C3)C3=CC=C(C(=O)O)C=C3)C1)C(F)(F)F (4-{1-[5-chloro-2-(trifluoromethyl)benzyl]-1,2,3,4-tetrahydropyrido[2,3-b]pyrazin-7-yl}benzoic acid), C(C1=CC=CC=C1)(C1=CC=CC=C1)N1CCNCC1 (1-benzhydrylpiperazine). The reactants are O=C([O-])[O-], COc1ccc(N)cc1, COC(=O)c1cccc(I)c1C(=O)OC, Cc1ccccc1, ClCCl, [Cs+], [Cs+], O=C(C=Cc1ccccc1)C=Cc1ccccc1, O=C(C=Cc1ccccc1)C=Cc1ccccc1, O=C(C=Cc1ccccc1)C=Cc1ccccc1, [Pd], [Pd]. Yields the product COC(=O)c1cccc(Nc2ccc(OC)cc2)c1C(=O)OC. Reaction SMILES: [C:25](=[O:26])([O-:27])[O-:28].[CH3:16][O:17][c:18]1[cH:19][cH:20][c:21]([NH2:24])[cH:22][cH:23]1.[CH3:1][O:2][C:3]([c:4]1[c:5]([C:6](=[O:7])[O:8][CH3:9])[c:10]([I:14])[cH:11][cH:12][cH:13]1)=[O:15].[CH3:31][c:32]1[cH:33][cH:34][cH:35][cH:36][cH:37]1.[Cl:38][CH2:39][Cl:40].[Cs+:29].[Cs+:30].[O:43]=[C:44]([CH:45]=[CH:46][c:47]1[cH:48][cH:49][cH:50][cH:51][cH:52]1)[CH:53]=[CH:54][c:55]1[cH:56][cH:57][cH:58][cH:59][cH:60]1.[O:61]=[C:62]([CH:63]=[CH:64][c:65]1[cH:66][cH:67][cH:68][cH:69][cH:70]1)[CH:71]=[CH:72][c:73]1[cH:74][cH:75][cH:76][cH:77][cH:78]1.[O:79]=[C:80]([CH:81]=[CH:82][c:83]1[cH:84][cH:85][cH:86][cH:87][cH:88]1)[CH:89]=[CH:90][c:91]1[cH:92][cH:93][cH:94][cH:95][cH:96]1.[Pd:41].[Pd:42]>>[CH3:1][O:2][C:3]([c:4]1[c:5]([C:6](=[O:7])[O:8][CH3:9])[c:10]([NH:24][c:21]2[cH:20][cH:19][c:18]([O:17][CH3:16])[cH:23][cH:22]2)[cH:11][cH:12][cH:13]1)=[O:15]. The reagents and catalysts are [BH4-].[Zn+2].[BH4-] (Zinc borohydride). Reported procedure: Zinc borohydride solution (67 ml of a 0.35M solution, Ref. W. J. Gensler et al J. Amer. Chem. Soc. 1960, 82, 6074) and tetramethylethylenediamine (TMEDA) were successively added to a stirred solution of 4-methoxycarbonylcyclohexylcarbonyl chloride (1.02 g) in THF (18 ml) at 0° C. The reaction mixture was stirred at 0° C. for 30 minutes. The organic phase was then washed with dilute hydrochloric acid and brine before drying over anhydrous magnesium sulphate and then evaporation in vacuo. Methyl 4... Conditions: temperature 0 celsius, time 30 minute. Run in C1CCOC1 (THF). RXN SMILES: CN(C)CCN(C)C.[CH3:9][O:10][C:11]([CH:13]1[CH2:18][CH2:17][CH:16]([C:19](Cl)=[O:20])[CH2:15][CH2:14]1)=[O:12]>C1COCC1.[BH4-].[Zn+2].[BH4-]>[OH:20][CH2:19][CH:16]1[CH2:15][CH2:14][CH:13]([C:11]([O:10][CH3:9])=[O:12])[CH2:18][CH2:17]1 |f:3.4.5|. The reactants are CN(CCN(C)C)C (tetramethylethylenediamine), COC(=O)C1CCC(CC1)C(=O)Cl (4-methoxycarbonylcyclohexylcarbonyl chloride), solution. Yields the product OCC1CCC(CC1)C(=O)OC (Methyl 4-hydroxymethylcyclohexanecarboxylate). The reactants are Cc1ccccc1O, CS(C)=O, O=C(CCl)Nc1ccc(C(=O)N2CCCCc3ccccc32)cc1, [Na+], [OH-]. Product: Cc1ccccc1OCC(=O)Nc1ccc(C(=O)N2CCCCc3ccccc32)cc1. Reaction SMILES: [CH3:1][c:2]1[cH:3][cH:4][cH:5][cH:6][c:7]1[OH:8].[CH3:35][S:36]([CH3:37])=[O:38].[Cl:11][CH2:12][C:13](=[O:14])[NH:15][c:16]1[cH:17][cH:18][c:19]([C:20](=[O:21])[N:22]2[CH2:23][CH2:24][CH2:25][CH2:26][c:27]3[c:28]2[cH:29][cH:30][cH:31][cH:32]3)[cH:33][cH:34]1.[Na+:10].[OH-:9]>>[CH3:1][c:2]1[cH:3][cH:4][cH:5][cH:6][c:7]1[O:8][CH2:12][C:13](=[O:14])[NH:15][c:16]1[cH:17][cH:18][c:19]([C:20](=[O:21])[N:22]2[CH2:23][CH2:24][CH2:25][CH2:26][c:27]3[c:28]2[cH:29][cH:30][cH:31][cH:32]3)[cH:33][cH:34]1. RXN SMILES: [C:1]([CH3:2])([CH3:3])([CH3:4])[NH:5][S:6](=[O:7])(=[O:8])[c:9]1[cH:10][c:11](-[c:15]2[cH:16][cH:17][cH:18][c:19](-[c:21]3[n:22][c:23]([CH3:37])[cH:24][c:25](-[c:27]4[cH:28][cH:29][c:30]([C:33]([F:34])([F:35])[F:36])[cH:31][cH:32]4)[cH:26]3)[n:20]2)[cH:12][cH:13][cH:14]1.[Cl:45][CH2:46][Cl:47].[F:38][C:39]([F:40])([F:41])[C:42]([OH:43])=[O:44]>>[NH2:5][S:6](=[O:7])(=[O:8])[c:9]1[cH:10][c:11](-[c:15]2[cH:16][cH:17][cH:18][c:19](-[c:21]3[n:22][c:23]([CH3:37])[cH:24][c:25](-[c:27]4[cH:28][cH:29][c:30]([C:33]([F:34])([F:35])[F:36])[cH:31][cH:32]4)[cH:26]3)[n:20]2)[cH:12][cH:13][cH:14]1. The product is Cc1cc(-c2ccc(C(F)(F)F)cc2)cc(-c2cccc(-c3cccc(S(N)(=O)=O)c3)n2)n1. Reactants: Cc1cc(-c2ccc(C(F)(F)F)cc2)cc(-c2cccc(-c3cccc(S(=O)(=O)NC(C)(C)C)c3)n2)n1, ClCCl, O=C(O)C(F)(F)F. Reactants: I.IC1=C(C(=NC=N1)NC1=CC(=C(C=C1)OC=1C=NC(=CC1)C)C)N (6-Iodo-N4-{3-methyl-4-[(6-methylpyridin-3-yl)oxy]phenyl}pyrimidine-4,5-diamine hydroiodide), C(C)#N (acetonitrile). The reagents and catalysts are Cl[Pd]([P](C1=CC=CC=C1)(C2=CC=CC=C2)C3=CC=CC=C3)([P](C4=CC=CC=C4)(C5=CC=CC=C5)C6=CC=CC=C6)Cl (trans-dichlorobis(triphenylphosphine)palladium(II)), [Cu]I (copper(I) iodide). Run in C(C)N(CC)CC (triethylamine), C(#C)C=1C=C(N)C=CC1 (3-ethynylaniline). Conditions: time 1.5 hour. Yields the product NC=1C=C(C=CC1)C#CC1=C(C(=NC=N1)NC1=CC(=C(C=C1)OC=1C=NC(=CC1)C)C)N (6-[(3-aminophenyl)ethynyl]-N4-{3-methyl-4-[(6-methylpyridin-3-yl)oxy]phenyl}pyrimidine-4,5-diamine). RXN SMILES: I.I[C:3]1[N:8]=[CH:7][N:6]=[C:5]([NH:9][C:10]2[CH:15]=[CH:14][C:13]([O:16][C:17]3[CH:18]=[N:19][C:20]([CH3:23])=[CH:21][CH:22]=3)=[C:12]([CH3:24])[CH:11]=2)[C:4]=1[NH2:25].[C:26](#[N:28])[CH3:27]>C(N(CC)CC)C.C(C1C=C(C=CC=1)N)#C.Cl[Pd](Cl)([P](C1C=CC=CC=1)(C1C=CC=CC=1)C1C=CC=CC=1)[P](C1C=CC=CC=1)(C1C=CC=CC=1)C1C=CC=CC=1.[Cu]I>[NH2:28][C:26]1[CH:24]=[C:12]([C:13]#[C:14][C:3]2[N:8]=[CH:7][N:6]=[C:5]([NH:9][C:10]3[CH:15]=[CH:14][C:13]([O:16][C:17]4[CH:18]=[N:19][C:20]([CH3:23])=[CH:21][CH:22]=4)=[C:12]([CH3:24])[CH:11]=3)[C:4]=2[NH2:25])[CH:11]=[CH:10][CH:27]=1 |f:0.1,^1:47,66|. Reported procedure: 6-Iodo-N4-{3-methyl-4-[(6-methylpyridin-3-yl)oxy]phenyl}pyrimidine-4,5-diamine hydroiodide (200 mg) was dissolved in a mixed solvent of acetonitrile (7.6 mL)/triethylamine (5.72 mL), 3-ethynylaniline (0.0574 mL), trans-dichlorobis(triphenylphosphine)palladium(II) (15.4 mg) and copper(I) iodide (5.3 mg) were sequentially added, and the mixture was stirred under a nitrogen stream at room temperature for 1.5 hrs. The reaction mixture was concentrated under reduced pressure and the residue was separ... Starting materials: OC1=CC=C(C2=CC=CC(=C12)C)C=O (4-hydroxy-5-methyl-1-naphthalenecarbaldehyde), C(C)(C)N(C(C)C)CC (N,N-diisopropylethylamine), COCCl (chloromethyl methyl ether). Solvent: ClCCl (dichloromethane). The product is COCOC1=CC=C(C2=CC=CC(=C12)C)C=O (4-methoxymethoxy-5-methyl-1-naphthalenecarbaldehyde). Yield: 75.5%. RXN SMILES: [OH:1][C:2]1[C:11]2[C:6](=[CH:7][CH:8]=[CH:9][C:10]=2[CH3:12])[C:5]([CH:13]=[O:14])=[CH:4][CH:3]=1.C(N(CC)C(C)C)(C)C.[CH3:24][O:25][CH2:26]Cl>ClCCl>[CH3:24][O:25][CH2:26][O:1][C:2]1[C:11]2[C:6](=[CH:7][CH:8]=[CH:9][C:10]=2[CH3:12])[C:5]([CH:13]=[O:14])=[CH:4][CH:3]=1. Procedure: 18 g of 4-hydroxy-5-methyl-1-naphthalenecarbaldehyde and 15 g of N,N-diisopropylethylamine were dissolved in 200 ml of dichloromethane, in which 9.3 g of chloromethyl methyl ether was gradually dropped under ice-cooling conditions. After agitation at room temperature overnight, the reaction solution was washed with water and dried with anhydrous magnesium sulfate. The solvent was distilled off and the residue was purified by silica gel column chromatography (10% ethyl acetate/hexane) to obtain 1... The reactants are ClC(Cl)Cl, O=S(Cl)Cl, OCCC=Cc1cncc2ccccc12. Yields the product ClCCC=Cc1cncc2ccccc12. Reaction SMILES: [CH:20]([Cl:21])([Cl:22])[Cl:23].[S:16]([Cl:17])([Cl:18])=[O:19].[cH:1]1[n:2][cH:3][c:4]([CH:11]=[CH:12][CH2:13][CH2:14][OH:15])[c:5]2[cH:6][cH:7][cH:8][cH:9][c:10]12>>[cH:1]1[n:2][cH:3][c:4]([CH:11]=[CH:12][CH2:13][CH2:14][Cl:18])[c:5]2[cH:6][cH:7][cH:8][cH:9][c:10]12. Reactants: CC1(CCN(CC1)C1=NC=NC(=C1)C)N (4-methyl-1-(6-methylpyrimidin-4-yl)piperidin-4-amine), C(=S)(N1C(C=CC=C1)=O)N1C(C=CC=C1)=O (1,1′-thiocarbonyldipyridin-2(1H)-one). The solvent is ClCCl (dichloromethane). Conditions: time 16 hour. Yields the product N(=C=S)C1(CCN(CC1)C1=NC=NC(=C1)C)C (4-(4-Isothiocyanato-4-methylpiperidin-1-yl)-6-methylpyrimidine). The yield is 91.5%. RXN SMILES: [CH3:1][C:2]1([NH2:15])[CH2:7][CH2:6][N:5]([C:8]2[CH:13]=[C:12]([CH3:14])[N:11]=[CH:10][N:9]=2)[CH2:4][CH2:3]1.[C:16](N1C=CC=CC1=O)(N1C=CC=CC1=O)=[S:17]>ClCCl>[N:15]([C:2]1([CH3:1])[CH2:7][CH2:6][N:5]([C:8]2[CH:13]=[C:12]([CH3:14])[N:11]=[CH:10][N:9]=2)[CH2:4][CH2:3]1)=[C:16]=[S:17]. Reported procedure: To a solution of 4-methyl-1-(6-methylpyrimidin-4-yl)piperidin-4-amine (1.09 g, 5.28 mmol) in dichloromethane (17.2 mL) was added 1,1′-thiocarbonyldipyridin-2(1H)-one (1.84 g, 7.92 mmol) and the reaction mixture was stirred at room temperature for 16 hours. After cooling to room temperature the mixture was evaporated. Purification by chromatography (silica gel, 3×70 g, 50 to 100% ethyl acetate in heptane) afforded the title compound (1.2 g, 91%) as a light yellow solid. MS ISP (m/e): 249.1 [(M+H)...